Dataset: the Open Reaction Database (ORD), a public repository of structured organic reaction records. Task: describe an organic reaction: reactants, conditions, products, and yield Reactants: NC=1C=CC2=C(N=C(O2)C)C1 (5-Amino-2-methylbenzoxazole), N(=O)OCCC(C)C (isopentyl nitrite). Run in O1C=CC=C1 (furan). Run at temperature 30 celsius. Product: O1C(=CC=C1)C=1C=CC2=C(N=C(O2)C)C1 (5-(Furan-2-yl)-2-methylbenzoxazole). Yield: 43.0%. Reaction SMILES: N[C:2]1[CH:3]=[CH:4][C:5]2[O:9][C:8]([CH3:10])=[N:7][C:6]=2[CH:11]=1.N([O:14][CH2:15][CH2:16][CH:17]([CH3:19])C)=O>O1C=CC=C1>[O:14]1[CH:15]=[CH:16][CH:17]=[C:19]1[C:2]1[CH:3]=[CH:4][C:5]2[O:9][C:8]([CH3:10])=[N:7][C:6]=2[CH:11]=1. Procedure: 5-Amino-2-methylbenzoxazole (7.0 g, 0.05 mole), isopentyl nitrite (20 mL), and furan (230 mL) were combined and heated with stirring at 30° C. in a roundbottom flask equipped with a condenser. After heating for 48 hrs, the reaction mixture was removed from the heat, washed with water, and then evaporated to an oil. Distillation afforded the product (4.0 g, 43% yield), bp 130°-140° C. (0.6 mm). Recrystallization from isopropyl alcohol (14 mL) afforded 3.0 g (32% yield), mp 60° C.